Dataset: the Open Reaction Database (ORD), a public repository of structured organic reaction records. Task: describe an organic reaction: reactants, conditions, products, and yield The reactants are C(C)N=C=NCCCN(C)C (1-Ethyl-3-(3'-dimethylaminopropyl)carbodiimide), C(C)(C)(C)C=1N=C(SC1)C=1OC2=C(C1)C=C(C=C2)CN2C=C(C1=CC(=CC=C21)OCC(=O)O)CC(=O)OC (methyl 1-{[2-(4-tert-butylthiazol-2-yl)benzofuran-5-yl]methyl}-5-(carboxymethoxy)indole-3-acetate), Cl.CNC (dimethylamine hydrochloride), 1H-hydroxybenzotriazole hydrate. Run in ClCCl (dichloromethane). Yields the product C(C)(C)(C)C=1N=C(SC1)C=1OC2=C(C1)C=C(C=C2)CN2C=C(C1=CC(=CC=C21)OCC(N(C)C)=O)CC(=O)OC (methyl 1-{[2-(4-tert-butylthiazol-2-yl)benzofuran-5-yl]methyl}-5-(N,N-dimethylcarbamoylmethoxy)-indole-3-acetate). Procedure: 1-Ethyl-3-(3'-dimethylaminopropyl)carbodiimide (46.5 mg) was added to a mixture of methyl 1-{[2-(4-tert-butylthiazol-2-yl)benzofuran-5-yl]methyl}-5-(carboxymethoxy)indole-3-acetate (145 mg), dimethylamine hydrochloride (24.4 mg) and 1H-hydroxybenzotriazole hydrate (40.4 mg) in dichloromethane (2 ml) and then the mixture was stirred at room temperature for 2 hours. After removal of solvent, the residue was partitioned between aqueous sodium hydrogen carbonate solution and ethyl acetate. The organ... Yield: 105.0%. Reaction conditions: time 2 hour. As a reaction SMILES: [CH2:1]([N:3]=[C:4]=NCCCN(C)C)C.[C:12]([C:16]1[N:17]=[C:18]([C:21]2[O:22][C:23]3[CH:29]=[CH:28][C:27]([CH2:30][N:31]4[C:39]5[C:34](=[CH:35][C:36]([O:40][CH2:41][C:42]([OH:44])=O)=[CH:37][CH:38]=5)[C:33]([CH2:45][C:46]([O:48][CH3:49])=[O:47])=[CH:32]4)=[CH:26][C:24]=3[CH:25]=2)[S:19][CH:20]=1)([CH3:15])([CH3:14])[CH3:13].Cl.CNC>ClCCl>[C:12]([C:16]1[N:17]=[C:18]([C:21]2[O:22][C:23]3[CH:29]=[CH:28][C:27]([CH2:30][N:31]4[C:39]5[C:34](=[CH:35][C:36]([O:40][CH2:41][C:42](=[O:44])[N:3]([CH3:4])[CH3:1])=[CH:37][CH:38]=5)[C:33]([CH2:45][C:46]([O:48][CH3:49])=[O:47])=[CH:32]4)=[CH:26][C:24]=3[CH:25]=2)[S:19][CH:20]=1)([CH3:15])([CH3:13])[CH3:14] |f:2.3|. Starting materials: OC1OC(CC1NC(=O)[C@@H]1CCC[C@H]2N1C([C@H](CC=CC2)NC(C2=CC=CC=C2)=O)=O)=O ((4S,7S,11aR)-7-benzoylamino-6-oxo-1,3,4,6,7,8,11,11a-octahydro-2H-pyrido[1,2-a]azocine-4-carboxylic acid (2-hydroxy-5-oxo-tetrahydrofuran-3-yl)-amide). The reagents and catalysts are [Pd] (Pd/C). Solvent: CCOC(=O)C (EtOAc). Reaction conditions: time 2 hour. The product is OC1OC(CC1NC(=O)[C@@H]1CCC[C@H]2N1C([C@H](CCCC2)NC(C2=CC=CC=C2)=O)=O)=O ((4S,7S,11aS)-7-benzoylamino-6-oxo-decahydro-pyrido[1,2-a]azocine-4-carboxylic acid (2-hydroxy-5-oxo-tetrahydro-furan-3-yl)-amide). RXN SMILES: [OH:1][CH:2]1[CH:6]([NH:7][C:8]([C@H:10]2[N:15]3[C:16](=[O:31])[C@@H:17]([NH:22][C:23](=[O:30])[C:24]4[CH:29]=[CH:28][CH:27]=[CH:26][CH:25]=4)[CH2:18][CH:19]=[CH:20][CH2:21][C@H:14]3[CH2:13][CH2:12][CH2:11]2)=[O:9])[CH2:5][C:4](=[O:32])[O:3]1>CCOC(C)=O.[Pd]>[OH:1][CH:2]1[CH:6]([NH:7][C:8]([C@H:10]2[N:15]3[C:16](=[O:31])[C@@H:17]([NH:22][C:23](=[O:30])[C:24]4[CH:25]=[CH:26][CH:27]=[CH:28][CH:29]=4)[CH2:18][CH2:19][CH2:20][CH2:21][C@H:14]3[CH2:13][CH2:12][CH2:11]2)=[O:9])[CH2:5][C:4](=[O:32])[O:3]1. Procedure details: (4S,7S,11aR)-7-benzoylamino-6-oxo-1,3,4,6,7,8,11,11a-octahydro-2H-pyrido[1,2-a]azocine-4-carboxylic acid (2-hydroxy-5-oxo-tetrahydrofuran-3-yl)-amide, 46, is dissolved in EtOAc and treated with a catalytic amount of Pd/C. The resulting suspension is stirred at room temperature under a H2 atmosphere for 2 hours. The solution is filtered to remove the catalyst and concentrated in vacuo to afford the desired product The reactants are [Li+].[OH-] (LiOH), FC1(CCN(CC1)C1CC2(C1)CN(CC2)C(=O)OCC)C(=O)OC (Ethyl 2-[4-fluoro-4-(methoxycarbonyl) piperidin-1-yl]-6-azaspiro[3.4]octane-6-carboxylate), Cl (hydrochloric acid). Solvent: C1CCOC1 (THF). Run at time 2 day. Yields the product C(C)OC(=O)N1CC2(CC(C2)N2CCC(CC2)(C(=O)O)F)CC1 (1-[6-(ethoxycarbonyl)-6-azaspiro[3.4]oct-2-yl]-4-fluoropiperidine-4-carboxylic acid). As a reaction SMILES: [F:1][C:2]1([C:21]([O:23]C)=[O:22])[CH2:7][CH2:6][N:5]([CH:8]2[CH2:11][C:10]3([CH2:15][CH2:14][N:13]([C:16]([O:18][CH2:19][CH3:20])=[O:17])[CH2:12]3)[CH2:9]2)[CH2:4][CH2:3]1.[Li+].[OH-].Cl>C1COCC1>[CH2:19]([O:18][C:16]([N:13]1[CH2:14][CH2:15][C:10]2([CH2:11][CH:8]([N:5]3[CH2:6][CH2:7][C:2]([F:1])([C:21]([OH:23])=[O:22])[CH2:3][CH2:4]3)[CH2:9]2)[CH2:12]1)=[O:17])[CH3:20] |f:1.2|. Reported procedure: Ethyl 2-[4-fluoro-4-(methoxycarbonyl) piperidin-1-yl]-6-azaspiro[3.4]octane-6-carboxylate (assumed 0.81 mmol) was dissolved in THF (5 mL) at rt and 1 M LiOH sol. (0.81 mL) was added. The reaction mixture was stirred at rt for 2 days. The pH was carefully adjusted to pH 6 by addition of concentrated hydrochloric acid, the solvents were removed in vacuo, to give 1-[6-(ethoxycarbonyl)-6-azaspiro[3.4]oct-2-yl]-4-fluoropiperidine-4-carboxylic acid as an off white solid, which was used directly withou... Reactants: CC(=O)OC(C)=O, CN(C)c1ccncc1, CN(C)C=O, Nc1ncc2ncn(COCCO)c2n1. Product: CC(=O)OCCOCn1cnc2cnc(N)nc21. Reaction SMILES: [CH3:16][C:17](=[O:18])[O:19][C:20](=[O:21])[CH3:22].[CH3:23][N:24]([CH3:25])[c:26]1[cH:27][cH:28][n:29][cH:30][cH:31]1.[CH3:32][N:33]([CH3:34])[CH:35]=[O:36].[OH:1][CH2:2][CH2:3][O:4][CH2:5][n:6]1[c:7]2[n:8][c:9]([NH2:15])[n:10][cH:11][c:12]2[n:13][cH:14]1>>[O:1]([CH2:2][CH2:3][O:4][CH2:5][n:6]1[c:7]2[n:8][c:9]([NH2:15])[n:10][cH:11][c:12]2[n:13][cH:14]1)[C:17]([CH3:16])=[O:18]. The reactants are ClC=1C=C2C(C(NC2=CC1)=O)(C[N+](=O)[O-])C(C(=O)O)C#N ([5-chloro-3-(nitromethyl)-2-oxo-2,3-dihydro-1H-indol-3-yl](cyano)acetic acid), intermediate 28. Run in CN(C)C=O (DMF). Product: ClC=1C=C2C(C(NC2=CC1)=O)(C[N+](=O)[O-])CC#N ([5-chloro-3-(nitromethyl)-2-oxo-2,3-dihydro-1H-indol-3-yl]acetonitrile). RXN SMILES: [Cl:1][C:2]1[CH:3]=[C:4]2[C:8](=[CH:9][CH:10]=1)[NH:7][C:6](=[O:11])[C:5]2([CH:16]([C:20]#[N:21])C(O)=O)[CH2:12][N+:13]([O-:15])=[O:14]>CN(C=O)C>[Cl:1][C:2]1[CH:3]=[C:4]2[C:8](=[CH:9][CH:10]=1)[NH:7][C:6](=[O:11])[C:5]2([CH2:16][C:20]#[N:21])[CH2:12][N+:13]([O-:15])=[O:14]. Procedure: A solution of [5-chloro-3-(nitromethyl)-2-oxo-2,3-dihydro-1H-indol-3-yl](cyano)acetic acid, intermediate 28 (2.00 g; 6.46 mmol) in anhydrous DMF (15 ml) was heated at 160° C. for 1 hour. After evaporation of the solvent, the residue was taken up in ethyl acetate, extracted with brine, dried (MgSO4) and the solvent removed in vacuo to give the crude [5-chloro-3-(nitromethyl)-2-oxo-2,3-dihydro-1H-indol-3-yl]acetonitrile (1.74 g, quant, HPLC purity 93%). MS (ESI−): 264.1 The reactants are CS(=O)(=O)OCCCC=1N(C2=CC(=C(C(=C2C1)OC)OC)OC)C (2-(3-Methanesulfonyloxypropyl)-1-methyl-4,5,6-trimethoxyindole), N1CCNCCC1 (homopiperazine). Product: CN1C(=CC2=C(C(=C(C=C12)OC)OC)OC)CCCN1CCN(CCC1)CCCC=1N(C2=CC(=C(C(=C2C1)OC)OC)OC)C (N,N′-bis[3-(1-methyl-4,5,6-trimethoxyindol-2-yl)propyl]homopiperazine). RXN SMILES: CS(O[CH2:6][CH2:7][CH2:8][C:9]1[N:10]([CH3:24])[C:11]2[C:16]([CH:17]=1)=[C:15]([O:18][CH3:19])[C:14]([O:20][CH3:21])=[C:13]([O:22][CH3:23])[CH:12]=2)(=O)=O.[NH:25]1[CH2:31][CH2:30][CH2:29][NH:28][CH2:27][CH2:26]1>>[CH3:24][N:10]1[C:11]2[C:16](=[C:15]([O:18][CH3:19])[C:14]([O:20][CH3:21])=[C:13]([O:22][CH3:23])[CH:12]=2)[CH:17]=[C:9]1[CH2:8][CH2:7][CH2:6][N:25]1[CH2:31][CH2:30][CH2:29][N:28]([CH2:6][CH2:7][CH2:8][C:9]2[N:10]([CH3:24])[C:11]3[C:16]([CH:17]=2)=[C:15]([O:18][CH3:19])[C:14]([O:20][CH3:21])=[C:13]([O:22][CH3:23])[CH:12]=3)[CH2:27][CH2:26]1. Procedure: 2-(3-Methanesulfonyloxypropyl)-1-methyl-4,5,6-trimethoxyindole (130 mg) and homopiperazine (18 mg) were reacted in the same manner as in Example 1 to obtain the title compound as a free base.